Dataset: the Open Reaction Database (ORD), a public repository of structured organic reaction records. Task: describe an organic reaction: reactants, conditions, products, and yield Reactants: O=C(O)CCCCCCCCCCCCCCC(=O)O, O=C(CCCCCCCCCCCCCCC(=O)OCc1ccccc1)OCc1ccccc1, Cc1ccccc1, ClC(Cl)Cl, CC(C)O, OCc1ccccc1, O=S(=O)(O)O. Product: O=C(O)CCCCCCCCCCCCCCC(=O)OCc1ccccc1. As a reaction SMILES: [CH2:1]([C:2]([OH:3])=[O:4])[CH2:5][CH2:6][CH2:7][CH2:8][CH2:9][CH2:10][CH2:11][CH2:12][CH2:13][CH2:14][CH2:15][CH2:16][CH2:17][C:18]([OH:19])=[O:20].[CH2:34]([c:35]1[cH:36][cH:37][cH:38][cH:39][cH:40]1)[O:41][C:42](=[O:43])[CH2:44][CH2:45][CH2:46][CH2:47][CH2:48][CH2:49][CH2:50][CH2:51][CH2:52][CH2:53][CH2:54][CH2:55][CH2:56][CH2:57][C:58](=[O:59])[O:60][CH2:61][c:62]1[cH:63][cH:64][cH:65][cH:66][cH:67]1.[CH3:76][c:77]1[cH:78][cH:79][cH:80][cH:81][cH:82]1.[CH:68]([Cl:69])([Cl:70])[Cl:71].[CH:72]([OH:73])([CH3:74])[CH3:75].[OH:21][CH2:22][c:23]1[cH:24][cH:25][cH:26][cH:27][cH:28]1.[S:29](=[O:30])(=[O:31])([OH:32])[OH:33]>>[CH2:34]([c:35]1[cH:36][cH:37][cH:38][cH:39][cH:40]1)[O:41][C:42](=[O:43])[CH2:44][CH2:45][CH2:46][CH2:47][CH2:48][CH2:49][CH2:50][CH2:51][CH2:52][CH2:53][CH2:54][CH2:55][CH2:56][CH2:57][C:58](=[O:59])[OH:60]. Starting materials: CSC=1NC=2C(=C(N1)O)N=CC2 (2-(methylthio)-4-hydroxy-pyrrolo[2,3]pyrimidine), C(C)N(C1=CC=CC=C1)CC (N,N-diethylaniline), P(=O)(Cl)(Cl)Cl (phosphorus oxychloride). The product is CSC=1NC=2C(=C(N1)Cl)N=CC2 (2-(Methylthio)4-chloro-pyrrolo[2,3]pyrimidine). Reaction SMILES: [CH3:1][S:2][C:3]1[NH:4][C:5]2[C:6]([N:10]=[CH:11][CH:12]=2)=[C:7](O)[N:8]=1.C(N(CC)C1C=CC=CC=1)C.P(Cl)(Cl)([Cl:26])=O>>[CH3:1][S:2][C:3]1[NH:4][C:5]2[C:6]([N:10]=[CH:11][CH:12]=2)=[C:7]([Cl:26])[N:8]=1. Procedure: Compound (3.2) (8.7 g, 48 mmol) was mixed with phosphorus oxychloride (350 ml) and N,N-diethylaniline (17.5 ml). This mixture was heated under reflux for 4 hrs; the brown solution was then concentrated under reduced pressure. The residual oil was treated with an ice-water mixture and stirred until the ice had melted. The resultant mixture was extracted repeatedly with ether until no more UV-active material was being extracted, the combined aqueous extracts were dried (MgSO4), filtered and evapor... Starting materials: C1(=CC=CC=C1)CCCN (3-Phenyl-1-propylamine), C(=S)=S (carbon disulfide), IC (iodomethane). Product: C1(=CC=CC=C1)CCCNC(SC)=S (Methyl N-(3-phenylpropyl)dithiocarbamate). Isolated yield 94.1%. Reaction SMILES: [C:1]1([CH2:7][CH2:8][CH2:9][NH2:10])[CH:6]=[CH:5][CH:4]=[CH:3][CH:2]=1.[C:11](=[S:13])=[S:12].I[CH3:15]>>[C:1]1([CH2:7][CH2:8][CH2:9][NH:10][C:11](=[S:13])[S:12][CH3:15])[CH:6]=[CH:5][CH:4]=[CH:3][CH:2]=1. Procedure details: 3-Phenyl-1-propylamine (0.074 mol) was reacted with carbon disulfide (0.074 mol) and iodomethane (0.074 mol) substantially as described in Example 1B above to obtain 15.7 g (94%) of a yellow oil.